Dataset: the Open Reaction Database (ORD), a public repository of structured organic reaction records. Task: describe an organic reaction: reactants, conditions, products, and yield Starting materials: CC(C)(C)OC(=O)NC(C(=O)O)c1ccc(O)cc1, CN1CCCC1=O, COC(C)(C)C, Cl, CC(C)(C)OCCI, [Na+], [OH-], O. Product: CC(C)(C)OCCOc1ccc(C(NC(=O)OC(C)(C)C)C(=O)O)cc1. As a reaction SMILES: [C:1]([CH3:2])([CH3:3])([CH3:4])[O:5][C:6](=[O:7])[NH:8][CH:9]([C:10](=[O:11])[OH:12])[c:13]1[cH:14][cH:15][c:16]([OH:19])[cH:17][cH:18]1.[CH3:31][N:32]1[CH2:33][CH2:34][CH2:35][C:36]1=[O:37].[CH3:38][O:39][C:40]([CH3:41])([CH3:42])[CH3:43].[ClH:30].[I:22][CH2:23][CH2:24][O:25][C:26]([CH3:27])([CH3:28])[CH3:29].[Na+:21].[OH-:20].[OH2:44]>>[C:1]([CH3:2])([CH3:3])([CH3:4])[O:5][C:6](=[O:7])[NH:8][CH:9]([C:10](=[O:11])[OH:12])[c:13]1[cH:14][cH:15][c:16]([O:19][CH2:23][CH2:24][O:25][C:26]([CH3:27])([CH3:28])[CH3:29])[cH:17][cH:18]1. Yields the product C(C)NCCCCCCCN (N-ethyl-1,7-heptanediamine). The solvent is C1=CC=CC=C1 (benzene). The reactants are N1=CC=CC=C1 (pyridine), C(C)(=O)NCCCCCCC#N (7-acetamidoheptanonitrile), C(C)(=O)OC(C)=O (acetic anhydride), NCCCCCCC#N (7-aminoheptanonitrile). Reported procedure: The intermediate N-ethyl-1,7-heptanediamine was prepared in two steps as follows: To a stirred mixture kept in an ice bath and containing 7.2 g. of pyridine, 100 ml. of benzene and 9.2 g. of acetic anhydride was added dropwise over a period of a few minutes 10.0 g. of 7-aminoheptanonitrile. The ice bath was removed and the mixture was stirred at room temperature overnight. The reaction mixture was then evaporated to dryness and the residue taken up in a mixture of 60 ml. of water and 60 ml. of c... Reaction SMILES: N1C=CC=CC=1.C(OC(=O)C)(=O)C.NCCCCCCC#N.[C:23]([NH:26][CH2:27][CH2:28][CH2:29][CH2:30][CH2:31][CH2:32][C:33]#[N:34])(=O)[CH3:24]>C1C=CC=CC=1>[CH2:23]([NH:26][CH2:27][CH2:28][CH2:29][CH2:30][CH2:31][CH2:32][CH2:33][NH2:34])[CH3:24]. Reaction conditions: time 8 hour. Reactants: ClC=1C=NC=C(C1SC1=C(C=C(S1)C(=O)O)[N+](=O)[O-])Cl (5-[(3,5-dichloro-4-pyridyl)sulfanyl]-4-nitro-thiophene-2-carboxylic acid), NC=1C=NC2=CC=CC=C2C1 (3-aminoquinoline). The product is ClC=1C=NC=C(C1SC1=C(C=C(S1)C(=O)NC=1C=NC2=CC=CC=C2C1)[N+](=O)[O-])Cl (5-((3,5-dichloropyridin-4-yl)thio)-4-nitro-N-(quinolin-3-yl)thiophene-2-carboxamide), solid. Isolated yield 20.0%. Reaction SMILES: [Cl:1][C:2]1[CH:3]=[N:4][CH:5]=[C:6]([Cl:20])[C:7]=1[S:8][C:9]1[S:13][C:12]([C:14]([OH:16])=O)=[CH:11][C:10]=1[N+:17]([O-:19])=[O:18].[NH2:21][C:22]1[CH:23]=[N:24][C:25]2[C:30]([CH:31]=1)=[CH:29][CH:28]=[CH:27][CH:26]=2>>[Cl:20][C:6]1[CH:5]=[N:4][CH:3]=[C:2]([Cl:1])[C:7]=1[S:8][C:9]1[S:13][C:12]([C:14]([NH:21][C:22]2[CH:23]=[N:24][C:25]3[C:30]([CH:31]=2)=[CH:29][CH:28]=[CH:27][CH:26]=3)=[O:16])=[CH:11][C:10]=1[N+:17]([O-:19])=[O:18]. Procedure: Prepared according to the procedure described for example 70 from 5-[(3,5-dichloro-4-pyridyl)sulfanyl]-4-nitro-thiophene-2-carboxylic acid (150 mg, 0.43 mmol) and 3-aminoquinoline (73.7 mg, 0.51 mmol). The title compound was obtained as a yellow solid (40 mg, 20% yield). 1H NMR (400 MHz, d6-DMSO) δ: 10.97 (1H, br), 9.066 (1H, m), 9.02 (2H, m), 8.77 (1H, m), 8.65 (1H, m), 7.95 (2H, m), 7.69 (1H, m), 7.59 (1H, m). MS m/z: 475.23, 477.28 [M+H]+. Starting materials: N1(CCN(CC1)C(=O)OC1=C(C=C(C=C1)C[C@H]1C(OC[C@@H]1CC1=CC(=C(C=C1)OC)OC)=O)OC)C(=O)OC(C)(C)C (1-tert-butyl 4-(4-(((3R,4R)-4-(3,4-dimethoxybenzyl)-2-oxotetrahydrofuran-3-yl)methyl)-2-methoxyphenyl) piperazine-1,4-dicarboxylate), C(=O)(C(F)(F)F)O (TFA). Solvent: C(Cl)Cl (DCM). Conditions: time 3 hour. Yields the product N1(CCNCC1)C(=O)OC1=C(C=C(C=C1)C[C@H]1C(OC[C@@H]1CC1=CC(=C(C=C1)OC)OC)=O)OC (4-(((3R,4R)-4-(3,4-dimethoxybenzyl)-2-oxotetrahydrofuran-3-yl)methyl)-2-methoxyphenyl piperazine-1-carboxylate). The yield is 58.5%. As a reaction SMILES: [N:1]1(C(OC(C)(C)C)=O)[CH2:6][CH2:5][N:4]([C:7]([O:9][C:10]2[CH:15]=[CH:14][C:13]([CH2:16][C@@H:17]3[C@@H:21]([CH2:22][C:23]4[CH:28]=[CH:27][C:26]([O:29][CH3:30])=[C:25]([O:31][CH3:32])[CH:24]=4)[CH2:20][O:19][C:18]3=[O:33])=[CH:12][C:11]=2[O:34][CH3:35])=[O:8])[CH2:3][CH2:2]1.C(O)(C(F)(F)F)=O>C(Cl)Cl>[N:4]1([C:7]([O:9][C:10]2[CH:15]=[CH:14][C:13]([CH2:16][C@@H:17]3[C@@H:21]([CH2:22][C:23]4[CH:28]=[CH:27][C:26]([O:29][CH3:30])=[C:25]([O:31][CH3:32])[CH:24]=4)[CH2:20][O:19][C:18]3=[O:33])=[CH:12][C:11]=2[O:34][CH3:35])=[O:8])[CH2:5][CH2:6][NH:1][CH2:2][CH2:3]1. Procedure details: To a solution of 1-tert-butyl 4-(4-(((3R,4R)-4-(3,4-dimethoxybenzyl)-2-oxotetrahydrofuran-3-yl)methyl)-2-methoxyphenyl) piperazine-1,4-dicarboxylate (155 mg, 0.27 mmol, 1.0 eq) in DCM (5 mL) was added TFA (1 mL). The resulting mixture was stirred at rt for 3 h, concentrated, basified by sat. NaHCO3, and extracted with DCM (30 mL×3). The combined organic layers were dried over MgSO4, filtered and concentrated to afford 4-(((3R,4R)-4-(3,4-dimethoxybenzyl)-2-oxotetrahydrofuran-3-yl)methyl)-2-methox... Starting materials: ClC=1C=C(C=CC1)N1CC(CC1)NC(OC(C)(C)C)=O (tert-Butyl 1-(3-chlorophenyl)pyrrolidin-3-ylcarbamate), Cl (hydrogen chloride), O1CCOCC1 (dioxane). Run in ClCCl (dichloromethane). Reaction conditions: time 4 hour. The product is Cl.Cl.ClC=1C=C(C=CC1)N1CC(CC1)N (1-(3-chlorophenyl)pyrrolidin-3-amine dihydrochloride), crude solid. The yield is 100.0%. RXN SMILES: [Cl:1][C:2]1[CH:3]=[C:4]([N:8]2[CH2:12][CH2:11][CH:10]([NH:13]C(=O)OC(C)(C)C)[CH2:9]2)[CH:5]=[CH:6][CH:7]=1.[ClH:21].O1CCOCC1>ClCCl>[ClH:1].[ClH:21].[Cl:1][C:2]1[CH:3]=[C:4]([N:8]2[CH2:12][CH2:11][CH:10]([NH2:13])[CH2:9]2)[CH:5]=[CH:6][CH:7]=1 |f:4.5.6|. Procedure details: tert-Butyl 1-(3-chlorophenyl)pyrrolidin-3-ylcarbamate (120 mg, 0.404 mmol) in dichloromethane (0.5 ml) was treated with 4 molar hydrogen chloride in dioxane (1011 μL, 4.04 mmol) at ambient temperature in an open flask with rapid stirring. After 4 hours, the reaction was concentrated in vacuo to provide the di-hydrochloride salt of the title compound as a crude solid (122 mg, >100%). The reactants are CO, COC12C=CC(CC1)CC2=O. Yields the product COC12CCC(CC1)CC2=O. As a reaction SMILES: [CH3:12][OH:13].[CH3:1][O:2][C:3]12[C:4](=[O:11])[CH2:5][CH:6]([CH:7]=[CH:8]1)[CH2:9][CH2:10]2>>[CH3:1][O:2][C:3]12[C:4](=[O:11])[CH2:5][CH:6]([CH2:7][CH2:8]1)[CH2:9][CH2:10]2. Reactants: ClC=1C=C(C(=O)OC)C=C(N1)Cl (methyl 2,6-dichloroisonicotinate), FC1=CC=C(C=C1)[C@H](C)N ((S)-(−)-1-(4-fluorophenyl)ethylamine), C([O-])([O-])=O.[Cs+].[Cs+] (cesium carbonate), C1(=CC=CC=C1)P(C1=C(C2=CC=CC=C2C=C1)C1=C(C=CC2=CC=CC=C12)P(C1=CC=CC=C1)C1=CC=CC=C1)C1=CC=CC=C1 ((±)-2,2′-bis(diphenylphosphino)-1,1′-binaphthyl). The reagents and catalysts are C(C)(=O)[O-].[Pd+2].C(C)(=O)[O-] (palladium acetate). Run in O1CCOCC1 (1,4-dioxane). Conditions: temperature 70 celsius, time 7 hour. The product is ClC=1C=C(C(=O)OC)C=C(N1)N[C@@H](C)C1=CC=C(C=C1)F (Methyl (S)-2-chloro-6-[1-(4-fluorophenyl)ethylamino]isonicotinate). As a reaction SMILES: Cl[C:2]1[CH:3]=[C:4]([CH:9]=[C:10]([Cl:12])[N:11]=1)[C:5]([O:7][CH3:8])=[O:6].[F:13][C:14]1[CH:19]=[CH:18][C:17]([C@@H:20]([NH2:22])[CH3:21])=[CH:16][CH:15]=1.C(=O)([O-])[O-].[Cs+].[Cs+].C1(P(C2C=CC=CC=2)C2C=CC3C(=CC=CC=3)C=2C2C3C(=CC=CC=3)C=CC=2P(C2C=CC=CC=2)C2C=CC=CC=2)C=CC=CC=1>C([O-])(=O)C.[Pd+2].C([O-])(=O)C.O1CCOCC1>[Cl:12][C:10]1[CH:9]=[C:4]([CH:3]=[C:2]([NH:22][C@H:20]([C:17]2[CH:18]=[CH:19][C:14]([F:13])=[CH:15][CH:16]=2)[CH3:21])[N:11]=1)[C:5]([O:7][CH3:8])=[O:6] |f:2.3.4,6.7.8|. Reported procedure: 8.3 g of methyl 2,6-dichloroisonicotinate, 6.1 ml of (S)-(−)-1-(4-fluorophenyl)ethylamine, 20.5 g of cesium carbonate, 2.1 g of (±)-2,2′-bis(diphenylphosphino)-1,1′-binaphthyl and 505 mg of palladium acetate were added in turn to 100 ml of degassed 1,4-dioxane, and the mixture was stirred at 70° C. for 7 hours under argon atmosphere. The reaction mixture was purified by silica gel column chromatography to obtain 4.4 g of the objective compound as pale yellow powder.